Dataset: the Open Reaction Database (ORD), a public repository of structured organic reaction records. Task: describe an organic reaction: reactants, conditions, products, and yield Reactants: ClC=1N(C=C(N1)[N+](=O)[O-])CC(CN(C(OCC1=CC=C(C=C1)F)=O)C)(C)O (4-Fluorobenzyl [3-(2-chloro-4-nitroimidazol-1-yl)-2-hydroxy-2-methylpropyl]-N-methylcarbamate), [H-].[Na+] (sodium hydride). The solvent is O1CCOCC1 (1,4-dioxane). Reaction conditions: time 1 hour. Yields the product CN(C(OCC1=CC=C(C=C1)F)=O)CC1(CN2C(O1)=NC(=C2)[N+](=O)[O-])C (4-fluorobenzyl N-methyl-(2-methyl-6-nitro-2,3-dihydroimidazo[2,1-b]oxazol-2-ylmethyl)carbamate). The yield is 24.9%. RXN SMILES: Cl[C:2]1[N:3]([CH2:10][C:11]([OH:27])([CH3:26])[CH2:12][N:13]([CH3:25])[C:14](=[O:24])[O:15][CH2:16][C:17]2[CH:22]=[CH:21][C:20]([F:23])=[CH:19][CH:18]=2)[CH:4]=[C:5]([N+:7]([O-:9])=[O:8])[N:6]=1.[H-].[Na+]>O1CCOCC1>[CH3:25][N:13]([CH2:12][C:11]1([CH3:26])[O:27][C:2]2=[N:6][C:5]([N+:7]([O-:9])=[O:8])=[CH:4][N:3]2[CH2:10]1)[C:14](=[O:24])[O:15][CH2:16][C:17]1[CH:22]=[CH:21][C:20]([F:23])=[CH:19][CH:18]=1 |f:1.2|. Procedure: 4-Fluorobenzyl [3-(2-chloro-4-nitroimidazol-1-yl)-2-hydroxy-2-methylpropyl]-N-methylcarbamate prepared in Example 212 (1.683 g, 4.20 mmol) was dissolved in 1,4-dioxane (30 ml). To the solution, sodium hydride (0.185 g, 4.62 mmol) was added followed by stirring at room temperature for 1 hour and then stirred under reflux for 7 hours. The reaction mixture was concentrated under reduced pressure. To the residue, water was added, and the precipitates were filtered off and purified by silica gel colu... Starting materials: [H-].[Al+3].[Li+].[H-].[H-].[H-] (lithium aluminum hydride), C(C)OCC (diethyl ether), C1(=CC=CC=C1)C(CC(=O)O)CC(=O)O (3-phenylglutaric acid), O (water). Run in O1CCCC1 (tetrahydrofuran), O1CCCC1 (tetrahydrofuran). Run at time 8 hour. Yields the product C1(=CC=CC=C1)C(CCO)CCO (3-phenylpentane-1,5-diol). As a reaction SMILES: [H-].[Al+3].[Li+].[H-].[H-].[H-].C(OCC)C.[C:12]1([CH:18]([CH2:23][C:24](O)=[O:25])[CH2:19][C:20](O)=[O:21])[CH:17]=[CH:16][CH:15]=[CH:14][CH:13]=1.O>O1CCCC1>[C:12]1([CH:18]([CH2:19][CH2:20][OH:21])[CH2:23][CH2:24][OH:25])[CH:17]=[CH:16][CH:15]=[CH:14][CH:13]=1 |f:0.1.2.3.4.5|. Procedure details: To a suspension of 9.10 g (240 mM) of lithium aluminum hydride in tetrahydrofuran (500 ml)-diethyl ether (200 ml) was added a solution of 24.960 g (119.9 mM) of 3-phenylglutaric acid in 100 ml of tetrahydrofuran dropwise with ice-cooling and the mixture was stirred at room temperature overnight. To this reaction mixture was added water gradually dropwise under ice-cooling until a precipitate had formed. The precipitate was filtered off with the aid of celite and washed with ethyl acetate. The fi... Starting materials: C12(CC3CC(CC(C1)C3)C2)C=2C(=C(C(=O)O)C=CC2C(C)(C)C)O[SiH](C)C (3-(1-adamantyl)-4-tert.butyldimethylsilyloxybenzoic acid), corresponding acid, SC1=CC=C(C(=O)O)C=C1 (4-mercaptobenzoic acid), N1=CC=CC=C1 (pyridine). Run in ClCCl (dichloromethane). Conditions: time 12 hour. Product: C12(CC3CC(CC(C1)C3)C2)C=2C(=C(C(=O)SC3=CC=C(C(=O)O)C=C3)C=CC2C(C)(C)C)O[SiH](C)C (4-[3-(I-adamantyl)-4-tert.butyldimethylsilyloxybenzoylthio] benzoic acid). The yield is 96.0%. Reaction SMILES: [C:1]12([C:11]3[C:12]([O:24][SiH:25]([CH3:27])[CH3:26])=[C:13]([CH:17]=[CH:18][C:19]=3[C:20]([CH3:23])([CH3:22])[CH3:21])[C:14](O)=[O:15])[CH2:10][CH:5]3[CH2:6][CH:7]([CH2:9][CH:3]([CH2:4]3)[CH2:2]1)[CH2:8]2.[SH:28][C:29]1[CH:37]=[CH:36][C:32]([C:33]([OH:35])=[O:34])=[CH:31][CH:30]=1.N1C=CC=CC=1>ClCCl>[C:1]12([C:11]3[C:12]([O:24][SiH:25]([CH3:27])[CH3:26])=[C:13]([CH:17]=[CH:18][C:19]=3[C:20]([CH3:21])([CH3:22])[CH3:23])[C:14]([S:28][C:29]3[CH:37]=[CH:36][C:32]([C:33]([OH:35])=[O:34])=[CH:31][CH:30]=3)=[O:15])[CH2:2][CH:3]3[CH2:9][CH:7]([CH2:6][CH:5]([CH2:4]3)[CH2:10]1)[CH2:8]2. Procedure: The crude 3-(1-adamantyl)-4-tert.butyldimethylsilyloxybenzoic acid, prepared starting with 3.8 g (9.95 mmoles) of the corresponding acid, described in Example 3 of European Patent No. 0.232.199, is dissolved in 40 ml of dichloromethane. The solution is slowly added to a mixture of 1.54 g (9.95 mmoles) of 4-mercaptobenzoic acid and 15 ml of pyridine. The reaction mixture is stirred at ambient temperature for 12 hours, evaporated to dryness, taken up in water and acidified to pH 5 with IN HCl. The... Starting materials: BrC1=C2CN(C(C2=C(C=C1OC)OC)=O)C(C)C1=CC=C(C=C1)Cl (4-bromo-5,7-Dimethoxy-2-[1-(4-chloro-phenyl)-ethyl]-2,3-dihydro-isoindol-1one), 2,2′-azobis(2-methyl proponitrile) AIBN, [F-].[K+] (potassium fluoride), C(CCC)[SnH](CCCC)CCCC (tributyl tin hydride). Solvent: C1=CC=CC=C1 (benzene). The product is COC=1C=C2CN(C(C2=C(C1)OC)=O)C(C)C1=CC=C(C=C1)Cl (5,7-Dimethoxy-2-[1-(4-chloro-phenyl)-ethyl]-2,3-dihydro-isoindol-1one). Isolated yield 62.5%. Reaction SMILES: Br[C:2]1[C:10]([O:11][CH3:12])=[CH:9][C:8]([O:13][CH3:14])=[C:7]2[C:3]=1[CH2:4][N:5]([CH:16]([C:18]1[CH:23]=[CH:22][C:21]([Cl:24])=[CH:20][CH:19]=1)[CH3:17])[C:6]2=[O:15].C([SnH](CCCC)CCCC)CCC.[F-].[K+]>C1C=CC=CC=1>[CH3:12][O:11][C:10]1[CH:2]=[C:3]2[C:7](=[C:8]([O:13][CH3:14])[CH:9]=1)[C:6](=[O:15])[N:5]([CH:16]([C:18]1[CH:19]=[CH:20][C:21]([Cl:24])=[CH:22][CH:23]=1)[CH3:17])[CH2:4]2 |f:2.3|. Procedure: To a solution of 4-bromo-5,7-Dimethoxy-2-[1-(4-chloro-phenyl)-ethyl]-2,3-dihydro-isoindol-1one (0.112 g, 0.27 mmol) in benzene under N2 atmosphere was added 2,2′-azobis(2-methyl proponitrile) AIBN (5.0 mg), followed by tributyl tin hydride (0.145 mL, 0.55 mmol). The resulting mixture was refluxed in an oil bath for 2 h. The reaction was monitored by GC-MS for the disappearance of starting material. The reaction mixture was cooled to room temperature and stirred with potassium fluoride (200 mg) f... Starting materials: ClC1=CC=C(C=C1)SC=1C=C(C=O)C=CC1 (3-[(4-chlorophenyl)sulfanyl]benzaldehyde), [C@@H]1(CCCC2=CC=CC=C12)N ((1S)-1,2,3,4-tetrahydro-1-naphthalenylamine). Product: ClC1=CC=C(C=C1)SC=1C=C(CN[C@H]2CCCC3=CC=CC=C23)C=CC1 (N-{3-[(4-chlorophenyl)sulfanyl]benzyl}-N-[(1S)-1,2,3,4-tetrahydro-1-naphthalenyl]amine). RXN SMILES: [Cl:1][C:2]1[CH:7]=[CH:6][C:5]([S:8][C:9]2[CH:10]=[C:11]([CH:14]=[CH:15][CH:16]=2)[CH:12]=O)=[CH:4][CH:3]=1.[C@@H:17]1([NH2:27])[C:26]2[C:21](=[CH:22][CH:23]=[CH:24][CH:25]=2)[CH2:20][CH2:19][CH2:18]1>>[Cl:1][C:2]1[CH:7]=[CH:6][C:5]([S:8][C:9]2[CH:10]=[C:11]([CH:14]=[CH:15][CH:16]=2)[CH2:12][NH:27][C@@H:17]2[C:26]3[C:21](=[CH:22][CH:23]=[CH:24][CH:25]=3)[CH2:20][CH2:19][CH2:18]2)=[CH:4][CH:3]=1. Reported procedure: The product from Example 75A and (1S)-1,2,3,4-tetrahydro-1-naphthalenylamine were processed as described in Example 1A to provide the title compound. The reactants are CN1C(CC(CC1(C)C)N)(C)C (1,2,2,6,6-pentamethylpiperidin-4-amine), ClC=1N=NC(=CC1)Cl (3,6-dichloropyridazine), crude material. The solvent is C(CCC)O (n-butanol), C(CCC)O (n-butanol). Run at temperature 120 celsius. Product: ClC1=CC=C(N=N1)NC1CC(N(C(C1)(C)C)C)(C)C (6-chloro-N-(1,2,2,6,6-pentamethylpiperidin-4-yl)pyridazin-3-amine), Intermediate 1-5. RXN SMILES: [CH3:1][N:2]1[C:7]([CH3:9])([CH3:8])[CH2:6][CH:5]([NH2:10])[CH2:4][C:3]1([CH3:12])[CH3:11].[Cl:13][C:14]1[N:15]=[N:16][C:17](Cl)=[CH:18][CH:19]=1>C(O)CCC>[Cl:13][C:14]1[N:15]=[N:16][C:17]([NH:10][CH:5]2[CH2:6][C:7]([CH3:8])([CH3:9])[N:2]([CH3:1])[C:3]([CH3:12])([CH3:11])[CH2:4]2)=[CH:18][CH:19]=1. Procedure details: A mixture of 1,2,2,6,6-pentamethylpiperidin-4-amine (14.2 g, 83 mmol) and 3,6-dichloropyridazine (6.2 g, 41.6 mmol) in n-butanol (10 mL) was heated at 120° C. for 120 min. The crude material solidified and was re-suspended in n-butanol (15 mL) and heated at 120° C. for 1 h. This crude material was combined with batch 1 for workup and purification. Water and CH2Cl2 were added to the combined crude material and the organic layer was separated, washed with water and brine, dried over MgSO4, filtere... Reactants: C(C)(C)[Mg]Cl (isopropylmagnesium chloride), BrC=1C(=NC(=NC1)Cl)Cl (5-bromo-2,4-dichloro-pyrimidine), FC=1C=C(C2=C(C=CO2)C1)C=O (5-fluoro-benzofuran-7-carbaldehyde). Run in O1CCCC1 (tetrahydrofuran), O1CCCC1 (tetrahydrofuran). Reaction conditions: temperature -30 celsius, time 0.5 hour. The product is ClC1=NC=C(C(=N1)Cl)C(O)C1=CC(=CC=2C=COC21)F ((2,4-Dichloro-pyrimidin-5-yl)-(5-fluoro-benzofuran-7-yl)-methanol). Yield: 742.5%. RXN SMILES: Br[C:2]1[C:3]([Cl:9])=[N:4][C:5]([Cl:8])=[N:6][CH:7]=1.C([Mg]Cl)(C)C.[F:15][C:16]1[CH:17]=[C:18]([CH:25]=[O:26])[C:19]2[O:23][CH:22]=[CH:21][C:20]=2[CH:24]=1>O1CCCC1>[Cl:8][C:5]1[N:4]=[C:3]([Cl:9])[C:2]([CH:25]([C:18]2[C:19]3[O:23][CH:22]=[CH:21][C:20]=3[CH:24]=[C:16]([F:15])[CH:17]=2)[OH:26])=[CH:7][N:6]=1. Reported procedure: A solution of 5-bromo-2,4-dichloro-pyrimidine (1.0 g, 4.4 mmol, Aldrich) was dissolved in tetrahydrofuran (50 mL), cooled to −30° C., and treated slowly with isopropylmagnesium chloride (2.2 mL, 4.4 mmol, 2M in tetrahydrofuran, Aldrich). After stirring 0.5 hour between −30° C. and −25° C., the reaction was treated with a solution of 5-fluoro-benzofuran-7-carbaldehyde (0.65 g, 0.40 mmol, Step C) in tetrahydrofuran (10 mL). The temperature was slowly raised to −10° C. and then the reaction was que... Reactants: CCOCC, O=C(Cl)OCc1ccccc1, NCCCCCC(=O)O, [Na+], [OH-]. The product is O=C(O)CCCCCNC(=O)OCc1ccccc1. As a reaction SMILES: [CH2:10]([O:11][CH2:12][CH3:13])[CH3:14].[CH2:15]([c:16]1[cH:17][cH:18][cH:19][cH:20][cH:21]1)[O:22][C:23](=[O:24])[Cl:25].[NH2:1][CH2:2][CH2:3][CH2:4][CH2:5][CH2:6][C:7]([OH:8])=[O:9].[Na+:27].[OH-:26]>>[NH:1]([CH2:2][CH2:3][CH2:4][CH2:5][CH2:6][C:7]([OH:8])=[O:9])[C:23]([O:22][CH2:15][c:16]1[cH:17][cH:18][cH:19][cH:20][cH:21]1)=[O:24]. Reactants: O1CCCC1 (tetrahydrofuran), B(F)(F)F.CCOCC (boron trifluoride diethyl etherate), BrC(C)C1=CC=CC=C1 (1-Bromoethylbenzene), O1CCCC1 (tetrahydrofuran), [Cu]C#N (copper(1)cyanide), [Cl-].[Li+] (lithium chloride), O1CCCC1 (tetrahydrofuran), aldehyde, O1CCCC1 (tetrahydrofuran). Reagents/catalysts: [Zn] (zinc). Reaction conditions: temperature 5 celsius, time 2 hour. Yields the product CC=1C=NC=CC1C(C(C)C1=CC=CC=C1)O (1(RS)-(3-Methyl-pyridin-4-yl)-2(RS)-phenyl-propan-1-ol). Reaction SMILES: Br[CH:2]([C:4]1[CH:9]=[CH:8][CH:7]=[CH:6][CH:5]=1)[CH3:3].[Cu][C:11]#[N:12].[Cl-].[Li+].B(F)(F)F.CCO[CH2:22][CH3:23].[O:24]1[CH2:28][CH2:27][CH2:26][CH2:25]1>[Zn]>[CH3:25][C:26]1[CH:11]=[N:12][CH:22]=[CH:23][C:27]=1[CH:28]([OH:24])[CH:2]([C:4]1[CH:9]=[CH:8][CH:7]=[CH:6][CH:5]=1)[CH3:3] |f:2.3,4.5|. Procedure: 1-Bromoethylbenzene (2.2 ml, 17 mmol) in anhydrous tetrahydrofuran (30 ml) was added dropwise to a stirred solution of a cooled (-5° C.) mixture of zinc (2.7 g, 41.5 mmol) in anhydrous tetrahydrofuran (5 ml). The mixture was allowed to warm to 5° C. and stirred for 2 hours. This mixture was added to a stirred mixture of copper(1)cyanide (1.25 g, 14 mmol) and lithium chloride (1.25 g, 30 mmol) in tetrahydrofuran (15 ml) at -78° C., under nitrogen. The mixture was allowed to warm to -20° C. for 5 ...